describe an organic reaction: reactants, conditions, products, and yield From a dataset of the Open Reaction Database (ORD), a public repository of structured organic reaction records. Reactants: CC(C)(C)OC(=O)NC(CCO)C(=O)OC1CCCC1, ClCCl, CC(C)OC(=O)N=NC(=O)OC(C)C, O=[N+]([O-])c1cccc(O)c1, c1ccc(P(c2ccccc2)c2ccccc2)cc1. Product: CC(C)(C)OC(=O)NC(CCOc1cccc([N+](=O)[O-])c1)C(=O)OC1CCCC1. As a reaction SMILES: [CH:11]1([O:16][C:17]([CH:18]([CH2:19][CH2:20][OH:21])[NH:22][C:23](=[O:24])[O:25][C:26]([CH3:27])([CH3:28])[CH3:29])=[O:30])[CH2:12][CH2:13][CH2:14][CH2:15]1.[Cl:64][CH2:65][Cl:66].[O:50]=[C:51]([O:52][CH:53]([CH3:54])[CH3:55])[N:56]=[N:57][C:58]([O:59][CH:60]([CH3:61])[CH3:62])=[O:63].[OH:1][c:2]1[cH:3][cH:4][cH:5][c:6]([N+:8]([O-:9])=[O:10])[cH:7]1.[c:31]1([P:32]([c:33]2[cH:34][cH:35][cH:36][cH:37][cH:38]2)[c:39]2[cH:40][cH:41][cH:42][cH:43][cH:44]2)[cH:45][cH:46][cH:47][cH:48][cH:49]1>>[O:1]([c:2]1[cH:3][cH:4][cH:5][c:6]([N+:8]([O-:9])=[O:10])[cH:7]1)[CH2:20][CH2:19][CH:18]([C:17]([O:16][CH:11]1[CH2:12][CH2:13][CH2:14][CH2:15]1)=[O:30])[NH:22][C:23](=[O:24])[O:25][C:26]([CH3:27])([CH3:28])[CH3:29]. Reactants: Cl.CC1=CC=C(C=C1)C(CC1=NC2=C(N1)CCCC2)=O (1-(4-methylphenyl)-2-(4,5,6,7-tetrahydro-1H-benzimidazol-2-yl)ethanone hydrochloride), C[O-].[Na+] (sodium methylate), C(C#C)(=O)OC (methyl propiolate). The product is CC1=CC=C(C(=O)C=2C=CC(N3C2NC2=C3CCCC2)=O)C=C1 (4-(4-Methylbenzoyl)-6,7,8,9-tetrahydropyrido[1,2-a]benzimidazol-1(5H)-one). RXN SMILES: Cl.[CH3:2][C:3]1[CH:8]=[CH:7][C:6]([C:9](=[O:20])[CH2:10][C:11]2[NH:15][C:14]3[CH2:16][CH2:17][CH2:18][CH2:19][C:13]=3[N:12]=2)=[CH:5][CH:4]=1.C[O-].[Na+].[C:24](OC)(=[O:27])[C:25]#[CH:26]>>[CH3:2][C:3]1[CH:8]=[CH:7][C:6]([C:9]([C:10]2[CH:26]=[CH:25][C:24](=[O:27])[N:15]3[C:14]4[CH2:16][CH2:17][CH2:18][CH2:19][C:13]=4[NH:12][C:11]=23)=[O:20])=[CH:5][CH:4]=1 |f:0.1,2.3|. Procedure details: The compound is prepared as described in example 25 with 500 mg (1.49 mmol) of 1-(4-methylphenyl)-2-(4,5,6,7-tetrahydro-1H-benzimidazol-2-yl)ethanone hydrochloride (example IL), 160.7 mg (2.98 mmol) of sodium methylate and 125 mg (1.49 mmol) methyl propiolate. Starting materials: C(C)(C)(C)ON=C1C=C(OC2=CC=C(C=C12)CO)C1=CC=2N(C=N1)C=CC2 (6-Hydroxymethyl-2-pyrrolo[1,2-c]pyrimidin-3-yl-chromen-4-one O-tert-butyl-oxime), CC(=O)OI1(C=2C=CC=CC2C(=O)O1)(OC(=O)C)OC(=O)C (Dess Martin), CC(=O)OI1(C=2C=CC=CC2C(=O)O1)(OC(=O)C)OC(=O)C (Dess Martin). The solvent is ClCCl (dichloromethane). Run at time 1 hour. Yields the product C(C)(C)(C)ON=C1C=C(OC2=CC=C(C=C12)C=O)C1=CC=2N(C=N1)C=CC2 (4-tert-Butoxyimino-2-pyrrolo[1,2-c]pyrimidin-3-yl-4H-chromene-6-carbaldehyde). Yield: 62.2%. Reaction SMILES: [C:1]([O:5][N:6]=[C:7]1[C:16]2[C:11](=[CH:12][CH:13]=[C:14]([CH2:17][OH:18])[CH:15]=2)[O:10][C:9]([C:19]2[N:24]=[CH:23][N:22]3[CH:25]=[CH:26][CH:27]=[C:21]3[CH:20]=2)=[CH:8]1)([CH3:4])([CH3:3])[CH3:2].CC(OI1(OC(C)=O)(OC(C)=O)OC(=O)C2C=CC=CC1=2)=O>ClCCl>[C:1]([O:5][N:6]=[C:7]1[C:16]2[C:11](=[CH:12][CH:13]=[C:14]([CH:17]=[O:18])[CH:15]=2)[O:10][C:9]([C:19]2[N:24]=[CH:23][N:22]3[CH:25]=[CH:26][CH:27]=[C:21]3[CH:20]=2)=[CH:8]1)([CH3:4])([CH3:2])[CH3:3]. Procedure: To a solution of 6-Hydroxymethyl-2-pyrrolo[1,2-c]pyrimidin-3-yl-chromen-4-one O-tert-butyl-oxime (example 144C) (575 mg, 1.58 mmol) in dichloromethane (60 ml), was added a Dess Martin solution (15 wt. % in DCM) (6.7 ml; 2.37 mmol). After 1 hour stirring at room temperature, an additional amount of Dess Martin solution (6 ml) was added to complete the reaction. The reaction mixture was quenched with water and added to a 1:1 solution of saturated sodium hydrogenocarbonate and 5% aq solution of Na2... The reactants are [OH-].[Na+] (sodium hydroxide), ClC1=C(CC2=NC=CC=C2C(=O)C=2C(=NC=CC2)CC2=C(C=C(C=C2)Cl)Cl)C=CC(=C1)Cl (2,4-dichlorobenzyl-3-pyridyl ketone), propanediol-1,2, C1(=CC=C(C=C1)S(=O)(=O)O)C (p-toluenesulfonic acid), O (water). Solvent: C=1(C(=CC=CC1)C)C (xylene). The product is ClC1=C(CC2(OCC(O2)C)C=2C=NC=CC2)C=CC(=C1)Cl (3-[2-(2,4-Dichlorobenzyl)-4-methyl-1,3-dioxolan-2-yl] pyridine). Reaction SMILES: ClC1C=C(Cl)C=CC=1C[C:5]1[C:10]([C:11]([C:13]2[C:14]([CH2:19][C:20]3C=C[C:23]([Cl:26])=[CH:22][C:21]=3[Cl:27])=NC=CC=2)=[O:12])=[CH:9][CH:8]=[CH:7][N:6]=1.[C:33]1([CH3:43])C=CC(S(O)(=O)=O)=C[CH:34]=1.[OH2:44].[OH-].[Na+]>C1(C)C(C)=CC=CC=1>[Cl:26][C:23]1[CH:22]=[C:21]([Cl:27])[CH:20]=[CH:19][C:14]=1[CH2:13][C:11]1([C:10]2[CH:5]=[N:6][CH:7]=[CH:8][CH:9]=2)[O:12][CH:33]([CH3:43])[CH2:34][O:44]1 |f:3.4|. Procedure details: 13.3 g of 2,4-dichlorobenzyl-3-pyridyl ketone, 7.6 g of propanediol-1,2 and 13.0 g of p-toluenesulfonic acid are boiled in 150 ml of xylene for 32 h in a water separator. After cooling to RT, the reaction mixture is poured into 600 ml of 2N sodium hydroxide solution, and extracted 3 times with 200 ml of ether each time. The combined organic phases are washed with 250 ml of water, dried over sodium sulfate and filtered. The solvent is evaporated off and the oily crude product is purified by colum... Reactants: ClC1=CC=2C3=C(NC2C=C1)CCN(C3)C (8-chloro-2,3,4,5-tetrahydro-2-methyl-1H-pyrido[4,3-b]indole), BrC=C(C)C1=CC=C(C=C1)F (1-(1-Bromoprop-1-en-2-yl)-4-fluorobenzene), P(=O)([O-])([O-])[O-].[K+].[K+].[K+] (Potassium phosphate), N1[C@H](C(=O)O)CCC1 (L-proline). The reagents and catalysts are [Cu]I (copper (I)iodide). Solvent: CN(C)C=O (DMF). Conditions: temperature 85 celsius. Yields the product ClC1=CC=2C3=C(N(C2C=C1)\C=C(\C)/C1=CC=C(C=C1)F)CCN(C3)C ((Z)-8-chloro-5-(2-(4-fluorophenyl)prop-1-enyl)-2-methyl-2,3,4,5-tetrahydro-1H-pyrido[4,3-b]indole). Reaction SMILES: Br[CH:2]=[C:3]([C:5]1[CH:10]=[CH:9][C:8]([F:11])=[CH:7][CH:6]=1)[CH3:4].P([O-])([O-])([O-])=O.[K+].[K+].[K+].N1CCC[C@H]1C(O)=O.[Cl:28][C:29]1[CH:37]=[CH:36][C:35]2[NH:34][C:33]3[CH2:38][CH2:39][N:40]([CH3:42])[CH2:41][C:32]=3[C:31]=2[CH:30]=1>CN(C=O)C.[Cu]I>[Cl:28][C:29]1[CH:37]=[CH:36][C:35]2[N:34](/[CH:2]=[C:3](\[C:5]3[CH:10]=[CH:9][C:8]([F:11])=[CH:7][CH:6]=3)/[CH3:4])[C:33]3[CH2:38][CH2:39][N:40]([CH3:42])[CH2:41][C:32]=3[C:31]=2[CH:30]=1 |f:1.2.3.4|. Reported procedure: 1-(1-Bromoprop-1-en-2-yl)-4-fluorobenzene (511.2 mg, 2.4 mmol) was dissolved in DMF. Potassium phosphate (848 mg, 4 mmol) was added followed by the addition of copper (I)iodide (38 mg, 0.2 mmol) and L-proline (46 mg, 0.4 mmol). 8-chloro-2,3,4,5-tetrahydro-2-methyl-1H-pyrido[4,3-b]indole (440 mg, 2 mmol) was added to the reaction mixture and nitrogen gas purged for 2 min. The reaction mixture was heated at 85° C. overnight. The reaction mixture was cooled to RT and ice water was added. Solid mass...